From a dataset of the Open Reaction Database (ORD), a public repository of structured organic reaction records. describe an organic reaction: reactants, conditions, products, and yield The solvent is Br (HBr). Starting materials: 0f, COC1=CC2=C(C=C1OC)C1=C(CN(CC1)CCN1CCOCC1)C(O2)=O (1,2,3,4-tetrahydro-8,9-dimethoxy-3-(2-morpholinoethyl)-5H[1]benzopyrano[3,4-c]pyridin-5-one). Procedure details: A solution of 8.7 g 0f 1,2,3,4-tetrahydro-8,9-dimethoxy-3-(2-morpholinoethyl)-5H[1]benzopyrano[3,4-c]pyridin-5-one in 60 cc of 48% HBr was refluxed for 17 hr then cooled. Crystallization of precipitate from water afforded 5.5 g of product; mp 299°-302° C. RXN SMILES: C[O:2][C:3]1[C:8]([O:9]C)=[CH:7][C:6]2[C:11]3[CH2:16][CH2:15][N:14]([CH2:17][CH2:18][N:19]4[CH2:24][CH2:23][O:22][CH2:21][CH2:20]4)[CH2:13][C:12]=3[C:25](=[O:27])[O:26][C:5]=2[CH:4]=1>Br>[OH:2][C:3]1[C:8]([OH:9])=[CH:7][C:6]2[C:11]3[CH2:16][CH2:15][N:14]([CH2:17][CH2:18][N:19]4[CH2:20][CH2:21][O:22][CH2:23][CH2:24]4)[CH2:13][C:12]=3[C:25](=[O:27])[O:26][C:5]=2[CH:4]=1. Product: OC1=CC2=C(C=C1O)C1=C(CN(CC1)CCN1CCOCC1)C(O2)=O (1,2,3,4-Tetrahydro-8,9-dihydroxy-3-(2-morpholinoethyl)-5H-[1]benzopyrano[3,4-c]pyridin-5-one). Starting materials: [Na+].C(C1=CC=CC=C1)(=S)[S-] (dithiobenzoic acid sodium salt), II (iodine). Yields the product C(C1=CC=CC=C1)(=S)SSC(C1=CC=CC=C1)=S (Di(thiobenzoyl)Disulfide). Reaction SMILES: [Na+].[C:2]([S-:10])(=[S:9])[C:3]1[CH:8]=[CH:7][CH:6]=[CH:5][CH:4]=1.II>>[C:2]([S:10][S:10][C:2](=[S:9])[C:3]1[CH:8]=[CH:7][CH:6]=[CH:5][CH:4]=1)(=[S:9])[C:3]1[CH:8]=[CH:7][CH:6]=[CH:5][CH:4]=1 |f:0.1|. Procedure details: The title compound was prepared by oxidizing an aqueous solution of dithiobenzoic acid sodium salt with a mild oxidizing agent, e.g. an aqueous solution of iodine. The reactants are CC(=O)C1=C(C=CC(=C1)OCC(F)(F)F)OCC(F)(F)F (2,5-bis(2,2,2-trifluoroethoxy)acetophenone), FC(C1=C(C=O)C=CC=C1)(F)F (2-(trifluoromethyl)benzaldehyde). Product: FC(COC1=C(C=C(C=C1)OCC(F)(F)F)C(C=CC1=C(C=CC=C1)C(F)(F)F)=O)(F)F (1-[2,5-Bis(2,2,2-trifluoroethoxy)phenyl]-3-[2-(trifluoromethyl)phenyl]-2-propen-1-one), solid. Yield: 9.0%. RXN SMILES: [CH3:1][C:2]([C:4]1[CH:9]=[C:8]([O:10][CH2:11][C:12]([F:15])([F:14])[F:13])[CH:7]=[CH:6][C:5]=1[O:16][CH2:17][C:18]([F:21])([F:20])[F:19])=[O:3].[F:22][C:23]([F:33])([F:32])[C:24]1[CH:31]=[CH:30][CH:29]=[CH:28][C:25]=1[CH:26]=O>>[F:21][C:18]([F:19])([F:20])[CH2:17][O:16][C:5]1[CH:6]=[CH:7][C:8]([O:10][CH2:11][C:12]([F:13])([F:14])[F:15])=[CH:9][C:4]=1[C:2](=[O:3])[CH:1]=[CH:26][C:25]1[CH:28]=[CH:29][CH:30]=[CH:31][C:24]=1[C:23]([F:22])([F:32])[F:33]. Reported procedure: The title compound was prepared from a mixture of 2,5-bis(2,2,2-trifluoroethoxy)acetophenone (200 mg, 0.633 mmol) and 2-(trifluoromethyl)benzaldehyde (83 ul, 0.633 mmol) similar to Example 6 and isolated as a pale white-yellow solid (26 mg, 9%). 1H NMR (CDCl3): 8.02 (d, J=16.5 Hz, 1H), 7.82 (d, J=7.5 Hz, 1H), 7.72 (d, J=7.5 Hz, 1H), 7.62-7.47 (m, 2H), 7.39 (d, J=15.6 Hz, 1H), 7.29 (d, J=3.3 Hz, 1H), 7.14 (dd, J=3.2, 8.9 Hz, 1H), 6.95 (d, J=9.0 Hz, 1H).